This data is from the Open Reaction Database (ORD), a public repository of structured organic reaction records. The task is: describe an organic reaction: reactants, conditions, products, and yield Starting materials: Br (hydrobromic acid), C(C)(C)(C)C1=CC=C(C=C1)/C(=C\[C@@H]1N(C(CC1)=O)CC1=C(C=C(C=C1)OC)OC)/C1=CC=C(C(=N1)OC)CCC(=O)O (3-(6-{(E)-1-(4-tert-butylphenyl)-2-[(2R)-1-(2,4-dimethoxybenzyl)-5-oxopyrrolidin-2-yl]ethenyl}-2-methoxypyridin-3-yl)propanoic acid), O (Water). Solvent: O1CCOCC1 (1,4-dioxane). Run at temperature 65 celsius, time 2 hour. Product: C(C)(C)(C)C1=CC=C(C=C1)/C(=C\[C@@H]1N(C(CC1)=O)CC1=C(C=C(C=C1)OC)OC)/C1=CC=C(C(N1)=O)CCC(=O)O (3-(6-{(E)-1-(4-tert-butylphenyl)-2-[(2R)-1-(2,4-dimethoxybenzyl)-5-oxopyrrolidin-2-yl]ethenyl}-2-oxo-1,2-dihydropyridin-3-yl)propanoic acid). Isolated yield 91.2%. RXN SMILES: Br.[C:2]([C:6]1[CH:11]=[CH:10][C:9](/[C:12](/[C:31]2[N:36]=[C:35]([O:37]C)[C:34]([CH2:39][CH2:40][C:41]([OH:43])=[O:42])=[CH:33][CH:32]=2)=[CH:13]\[C@H:14]2[CH2:18][CH2:17][C:16](=[O:19])[N:15]2[CH2:20][C:21]2[CH:26]=[CH:25][C:24]([O:27][CH3:28])=[CH:23][C:22]=2[O:29][CH3:30])=[CH:8][CH:7]=1)([CH3:5])([CH3:4])[CH3:3].O>O1CCOCC1>[C:2]([C:6]1[CH:7]=[CH:8][C:9](/[C:12](/[C:31]2[NH:36][C:35](=[O:37])[C:34]([CH2:39][CH2:40][C:41]([OH:43])=[O:42])=[CH:33][CH:32]=2)=[CH:13]\[C@H:14]2[CH2:18][CH2:17][C:16](=[O:19])[N:15]2[CH2:20][C:21]2[CH:26]=[CH:25][C:24]([O:27][CH3:28])=[CH:23][C:22]=2[O:29][CH3:30])=[CH:10][CH:11]=1)([CH3:5])([CH3:3])[CH3:4]. Procedure: 48% hydrobromic acid (1.7 mL) was added to a solution of 3-(6-{(E)-1-(4-tert-butylphenyl)-2-[(2R)-1-(2,4-dimethoxybenzyl)-5-oxopyrrolidin-2-yl]ethenyl}-2-methoxypyridin-3-yl)propanoic acid (172 mg) in 1,4-dioxane (1.7 mL), and the mixture was stirred at 65° C. for two hours. Water was added to the reaction solution, followed by extraction with ethyl acetate. The organic layer was washed with brine and dried over anhydrous magnesium sulfate, after which the solvent was evaporated under reduced pr... Starting materials: [N+](=O)(O)[O-] (nitric acid), FC1=C(C(=CC=C1)OC)OC (1-fluoro-2,3-dimethoxybenzene). Reaction conditions: time 15 minute. The product is FC1=C(C=CC(=C1OC)OC)[N+](=O)[O-] (2-fluoro-3,4-dimethoxy-1-nitrobenzene), FC1=C(C(=CC(=C1)[N+](=O)[O-])OC)OC (1-fluoro-2,3-dimethoxy-5-nitrobenzene). Yield: 49.0%. As a reaction SMILES: [N+:1]([O-:4])([OH:3])=[O:2].[F:5][C:6]1[CH:11]=[CH:10][CH:9]=[C:8]([O:12][CH3:13])[C:7]=1[O:14][CH3:15]>>[F:5][C:6]1[C:7]([O:14][CH3:15])=[C:8]([O:12][CH3:13])[CH:9]=[CH:10][C:11]=1[N+:1]([O-:4])=[O:2].[F:5][C:6]1[CH:11]=[C:10]([N+:1]([O-:3])=[O:2])[CH:9]=[C:8]([O:12][CH3:13])[C:7]=1[O:14][CH3:15]. Procedure: To a solution of nitric acid (853 ml, 1.91E+04 mmol) stirred at 0° C. was added dropwise 1-fluoro-2,3-dimethoxybenzene (149 g, 954 mmol). The mixture was stirred at the same temperature for 15 min, and then was allowed to warm up to RT for 15 min. The orange solution was poured into ice and the resultant solid was filtered, washed with water and dried. LCMS showed that the pale yellow solid was the mixture of two products (ratio 1/1.8). The crude material was purified by reverse phase automatic ... Reactants: BrN1C(CCC1=O)=O (N-Bromosuccinimide), COCCCOC1=CC(=CC2=C1CCO2)CO ([4-(3-methoxypropoxy)-2,3-dihydro-1-benzofuran-6-yl]methanol). Solvent: ClCCl (dichloromethane). Reaction conditions: time 30 minute. Yields the product BrC=1C(=CC2=C(CCO2)C1OCCCOC)CO ([5-bromo-4-(3-methoxypropoxy)-2,3-dihydro-1-benzofuran-6-yl]methanol), BrC1=C(C=C(C=2CCOC21)OCCCOC)CO ([7-bromo-4-(3-methoxypropoxy)-2,3-dihydro-1-benzofuran-6-yl]methanol). As a reaction SMILES: [Br:1]N1C(=O)CCC1=O.[CH3:9][O:10][CH2:11][CH2:12][CH2:13][O:14][C:15]1[C:20]2[CH2:21][CH2:22][O:23][C:19]=2[CH:18]=[C:17]([CH2:24][OH:25])[CH:16]=1>ClCCl>[Br:1][C:16]1[C:17]([CH2:24][OH:25])=[CH:18][C:19]2[O:23][CH2:22][CH2:21][C:20]=2[C:15]=1[O:14][CH2:13][CH2:12][CH2:11][O:10][CH3:9].[Br:1][C:18]1[C:19]2[O:23][CH2:22][CH2:21][C:20]=2[C:15]([O:14][CH2:13][CH2:12][CH2:11][O:10][CH3:9])=[CH:16][C:17]=1[CH2:24][OH:25]. Reported procedure: N-Bromosuccinimide (1.04 g) was added to a solution of [4-(3-methoxypropoxy)-2,3-dihydro-1-benzofuran-6-yl]methanol (1.27 g) in dichloromethane (25 ml) under ice-cooling and the mixture was stirred at the same temperature for 30 minutes. The reaction mixture was concentrated in vacuo and the resulted residue was purified with a silica gel column chromatography (eluting solvent: n-hexane/ethyl acetate=3/2) to give [5-bromo-4-(3-methoxypropoxy)-2,3-dihydro-1-benzofuran-6-yl]methanol (860 mg) and [... Starting materials: C1(CC1)C=1C=C(C(=NC1)N1CCN(CC1)C(=O)C1=CC=C(C=C1)N1C(OC[C@H]1CO)=O)C ((R)-3-{4-[4-(5-cyclopropyl-3-methylpyridin-2-yl)piperazine-1-carbonyl]phenyl}-4-hydroxymethyloxazolidin-2-one), CI (methyl iodide). Yields the product C1(CC1)C=1C=C(C(=NC1)N1CCN(CC1)C(=O)C1=CC=C(C=C1)N1C(OC[C@H]1COC)=O)C ((R)-3-{4-[4-(5-cyclopropyl-3-methylpyridin-2-yl)piperazine-1-carbonyl]phenyl}-4-methoxymethyloxazolidin-2-one). Isolated yield 86.2%. RXN SMILES: [CH:1]1([C:4]2[CH:5]=[C:6]([CH3:32])[C:7]([N:10]3[CH2:15][CH2:14][N:13]([C:16]([C:18]4[CH:23]=[CH:22][C:21]([N:24]5[C@H:28]([CH2:29][OH:30])[CH2:27][O:26][C:25]5=[O:31])=[CH:20][CH:19]=4)=[O:17])[CH2:12][CH2:11]3)=[N:8][CH:9]=2)[CH2:3][CH2:2]1.[CH3:33]I>>[CH:1]1([C:4]2[CH:5]=[C:6]([CH3:32])[C:7]([N:10]3[CH2:11][CH2:12][N:13]([C:16]([C:18]4[CH:19]=[CH:20][C:21]([N:24]5[C@H:28]([CH2:29][O:30][CH3:33])[CH2:27][O:26][C:25]5=[O:31])=[CH:22][CH:23]=4)=[O:17])[CH2:14][CH2:15]3)=[N:8][CH:9]=2)[CH2:2][CH2:3]1. Reported procedure: By reaction and treatment in the same manner as in Preparation Example 93 and using (R)-3-{4-[4-(5-cyclopropyl-3-methylpyridin-2-yl)piperazine-1-carbonyl]phenyl}-4-hydroxymethyloxazolidin-2-one (655 mg) described in Example 299 and methyl iodide (255 mg), the title compound (583 mg) was obtained. Starting materials: C(CC(=O)OCC)(=O)OCC (diethyl malonate), [N+](=O)([O-])C1=C(C(=O)Cl)C=CC(=C1)C(F)(F)F (2-nitro-4-trifluoromethylbenzoyl chloride), Cl (hydrochloric acid), [Mg] (magnesium). Run in C(C)OCC (diethyl ether), C(C)OCC (diethyl ether), C(C)OCC (diethyl ether), C(C)OCC (Diethyl ether), C(C)O (ethanol), C(Cl)(Cl)(Cl)Cl (carbon tetrachloride). The product is [N+](=O)([O-])C1=C(C(=O)C(C(=O)OCC)C(=O)OCC)C=CC(=C1)C(F)(F)F (diethyl 2-nitro-4-trifluoromethylbenzoylmalonate). Run at temperature 50 celsius. Isolated yield 96.2%. Procedure details: A mixture of magnesium turnings (4.94 g) and carbon tetrachloride (2 ml) in ethanol (35 ml) was warmed to 50° C. until the reaction started. Diethyl ether (150 ml) was then added cautiously, with stirring. A solution of diethyl malonate (32.5 g) in diethyl ether (50 ml) was then added dropwise, then stirred and heated at reflux for 2 hours. After cooling the mixture, diethyl ether (150 ml) was added. A solution of 2-nitro-4-trifluoromethylbenzoyl chloride (50.7 g) in diethyl ether (100 ml) was a... As a reaction SMILES: [Mg].[C:2]([O:10][CH2:11][CH3:12])(=[O:9])[CH2:3][C:4]([O:6][CH2:7][CH3:8])=[O:5].[N+:13]([C:16]1[CH:24]=[C:23]([C:25]([F:28])([F:27])[F:26])[CH:22]=[CH:21][C:17]=1[C:18](Cl)=[O:19])([O-:15])=[O:14].Cl>C(O)C.C(OCC)C.C(Cl)(Cl)(Cl)Cl>[N+:13]([C:16]1[CH:24]=[C:23]([C:25]([F:26])([F:27])[F:28])[CH:22]=[CH:21][C:17]=1[C:18]([CH:3]([C:4]([O:6][CH2:7][CH3:8])=[O:5])[C:2]([O:10][CH2:11][CH3:12])=[O:9])=[O:19])([O-:15])=[O:14]. The reactants are O=C([O-])[O-], CCOC(C)=O, COc1cc(N2CCN(C(=O)CCl)CC2)ccc1Cl, [Cs+], [Cs+], N#Cc1ccc2[nH]c(=O)oc2c1, CN(C)C=O. The product is COc1cc(N2CCN(C(=O)Cn3c(=O)oc4cc(C#N)ccc43)CC2)ccc1Cl. As a reaction SMILES: [C:32](=[O:33])([O-:34])[O-:35].[CH3:43][CH2:44][O:45][C:46](=[O:47])[CH3:48].[Cl:1][CH2:2][C:3](=[O:4])[N:5]1[CH2:6][CH2:7][N:8]([c:11]2[cH:12][c:13]([O:18][CH3:19])[c:14]([Cl:17])[cH:15][cH:16]2)[CH2:9][CH2:10]1.[Cs+:36].[Cs+:37].[O:20]=[c:21]1[o:22][c:23]2[c:24]([nH:25]1)[cH:26][cH:27][c:28]([C:30]#[N:31])[cH:29]2.[O:38]=[CH:39][N:40]([CH3:41])[CH3:42]>>[CH2:2]([C:3](=[O:4])[N:5]1[CH2:6][CH2:7][N:8]([c:11]2[cH:12][c:13]([O:18][CH3:19])[c:14]([Cl:17])[cH:15][cH:16]2)[CH2:9][CH2:10]1)[n:25]1[c:21](=[O:20])[o:22][c:23]2[c:24]1[cH:26][cH:27][c:28]([C:30]#[N:31])[cH:29]2. The reactants are NC1=CC(NC(N1C)=O)=O (6-amino-1-methylpyrimidine-2,4(1H,3H)-dione), COC(N(C)C)OC (1,1-dimethoxy-N,N-dimethylmethanamine), C([O-])([O-])=O.[K+].[K+] (potassium carbonate), ClCC1=CC=C(C=C1)OC (1-(chloromethyl)-4-methoxybenzene). Solvent: CN(C)C=O (DMF), CN(C)C=O (DMF), C(C)(=O)OCC (ethyl acetate). Run at temperature 40 celsius, time 3 hour. Yields the product COC1=CC=C(CN2C(N(C(=CC2=O)/N=C/N(C)C)C)=O)C=C1 ((E)-N′-(1-(4-methoxybenzyl)-3-methyl-2,6-dioxo-1,2,3,6-tetrahydropyrimidin-4-yl)-N,N-dimethylformimidamide). Isolated yield 26.5%. As a reaction SMILES: [NH2:1][C:2]1[N:7]([CH3:8])[C:6](=[O:9])[NH:5][C:4](=[O:10])[CH:3]=1.CO[CH:13](OC)[N:14]([CH3:16])[CH3:15].Cl[CH2:20][C:21]1[CH:26]=[CH:25][C:24]([O:27][CH3:28])=[CH:23][CH:22]=1.C(=O)([O-])[O-].[K+].[K+]>CN(C=O)C.C(OCC)(=O)C>[CH3:28][O:27][C:24]1[CH:25]=[CH:26][C:21]([CH2:20][N:5]2[C:4](=[O:10])[CH:3]=[C:2](/[N:1]=[CH:16]/[N:14]([CH3:13])[CH3:15])[N:7]([CH3:8])[C:6]2=[O:9])=[CH:22][CH:23]=1 |f:3.4.5|. Procedure details: To a solution of 6-amino-1-methylpyrimidine-2,4(1H,3H)-dione (13.1 g, 92.9 mmol) in DMF (200 mL) was added 1,1-dimethoxy-N,N-dimethylmethanamine (13 mL, 97.9 mmol) and the mixture was stirred at 40° C. for 3 h. Then 1-(chloromethyl)-4-methoxybenzene (15.05 mL, 111.5 mmol) was added followed by potassium carbonate (25.64 g, 0.186 mmol) and DMF (100 mL), the resulting mixture was stirred at 80° C. for 48 h. The reaction was cooled and diluted with ethyl acetate. The organic phase was washed with b... Reactants: O(C1=CC=CC=C1)P(=O)(OC1=CC=CC=C1)OC=1N(CCOC1)C(=O)OC(C)(C)C (tert-butyl 5-((diphenoxyphosphoryl)oxy)-2H-1,4-oxazine-4(3H)-carboxylate), C(#N)C1=CC=C(C=C1)B(O)O (4-cyanophenylboronic acid). The product is C(#N)C1=CC=C(C=C1)C=1N(CCOC1)C(=O)OC(C)(C)C (tert-butyl 5-(4-cyanophenyl)-2H-1,4-oxazine-4(3H)-carboxylate). The yield is 58.0%. Reaction SMILES: O(P(O[C:18]1[N:19]([C:24]([O:26][C:27]([CH3:30])([CH3:29])[CH3:28])=[O:25])[CH2:20][CH2:21][O:22][CH:23]=1)(OC1C=CC=CC=1)=O)C1C=CC=CC=1.[C:31]([C:33]1[CH:38]=[CH:37][C:36](B(O)O)=[CH:35][CH:34]=1)#[N:32]>>[C:31]([C:33]1[CH:38]=[CH:37][C:36]([C:18]2[N:19]([C:24]([O:26][C:27]([CH3:28])([CH3:29])[CH3:30])=[O:25])[CH2:20][CH2:21][O:22][CH:23]=2)=[CH:35][CH:34]=1)#[N:32]. Procedure details: This compound was prepared from tert-butyl 5-((diphenoxyphosphoryl)oxy)-2H-1,4-oxazine-4(3H)-carboxylate and 4-cyanophenylboronic acid using a procedure similar to that described in Example 2 (Steps 1-3a) above. The product was isolated as an off-white solid (58% yield); 1H-NMR (d6-DMSO) 1.09 (9H, s), 3.68 (2H, t), 4.13 (2H, t), 6.68 (1H, s), 7.37 (2H, d), 7.74 (2H, d); 13C-NMR (CDCl3) 27.7, 41.5, 66.8, 125.1, 131.8, 134.4; MS ES(+) 287.0 (M++1). IR λmax=2227, 1699 cm−1.